Dataset: the Open Reaction Database (ORD), a public repository of structured organic reaction records. Task: describe an organic reaction: reactants, conditions, products, and yield The reactants are C(C1=CC=CC=C1)OC(CCC(C(=O)N1C(OCC1C1=CC=CC=C1)=O)C(NC1=CC=C(C=C1)F)C1=CC=C(C=C1)OCC1=CC=CC=C1)C1=CC=C(C=C1)F (3-[5-Benzyloxy-2-[(4-benzyloxy-phenyl)-(4-fluoro-phenylamino)-methyl]-5-(4-fluoro-phenyl)-pentanoyl]-4-phenyl-oxazolidin-2-one), Cl (hydrochloric acid), C[O-].[Na+] (sodium methoxide), COC(OC)=O (dimethylcarbonate). Run in ClCCl (dichloromethane), ClCCl (dichloromethane). Reaction conditions: time 6 hour. Product: COC(C(CCC(C1=CC=C(C=C1)F)OCC1=CC=CC=C1)C(NC1=CC=C(C=C1)F)C1=CC=C(C=C1)OCC1=CC=CC=C1)=O (5-Benzyloxy-2-[(4-benzyloxy-phenyl)-(4-fluoro-phenylamino)-methyl]-5-(4-fluoro-phenyl)-pentanoic acid methyl ester). As a reaction SMILES: [CH2:1]([O:8][CH:9]([C:50]1[CH:55]=[CH:54][C:53]([F:56])=[CH:52][CH:51]=1)[CH2:10][CH2:11][CH:12]([CH:27]([C:36]1[CH:41]=[CH:40][C:39]([O:42][CH2:43][C:44]2[CH:49]=[CH:48][CH:47]=[CH:46][CH:45]=2)=[CH:38][CH:37]=1)[NH:28][C:29]1[CH:34]=[CH:33][C:32]([F:35])=[CH:31][CH:30]=1)C(N1C(C2C=CC=CC=2)COC1=O)=O)[C:2]1[CH:7]=[CH:6][CH:5]=[CH:4][CH:3]=1.C[O-].[Na+].[CH3:60][O:61][C:62](=O)[O:63]C.Cl>ClCCl>[CH3:60][O:61][C:62](=[O:63])[CH:12]([CH:27]([C:36]1[CH:37]=[CH:38][C:39]([O:42][CH2:43][C:44]2[CH:45]=[CH:46][CH:47]=[CH:48][CH:49]=2)=[CH:40][CH:41]=1)[NH:28][C:29]1[CH:34]=[CH:33][C:32]([F:35])=[CH:31][CH:30]=1)[CH2:11][CH2:10][CH:9]([O:8][CH2:1][C:2]1[CH:7]=[CH:6][CH:5]=[CH:4][CH:3]=1)[C:50]1[CH:55]=[CH:54][C:53]([F:56])=[CH:52][CH:51]=1 |f:1.2|. Procedure: 10 gms of 3-[5-Benzyloxy-2-[(4-benzyloxy-phenyl)-(4-fluoro-phenylamino)-methyl]-5-(4-fluoro-phenyl)-pentanoyl]-4-phenyl-oxazolidin-2-one was taken in dichloromethane, to this 3.6 gms of sodium methoxide was added followed by 3.2 ml of dimethylcarbonate, and 500 ml of dichloromethane. Reaction mass was stirred for about 5-7 hours. To the reaction mass 0.1 ml of hydrochloric acid was added. Separated the layers and extract the aqueous layer with 25 ml of methylene dichloride. The organic layer was... As a reaction SMILES: [CH3:1][O:2][C:3]1[CH:52]=[C:51]([O:53][CH3:54])[CH:50]=[CH:49][C:4]=1[CH2:5][N:6]([CH2:15][C:16]1[CH:21]=[CH:20][N:19]=[C:18]2[N:22](S(C3C=CC(C)=CC=3)(=O)=O)[C:23]([C:25]3[C:33]4[C:28](=[CH:29][C:30]([O:36][CH3:37])=[C:31]([O:34][CH3:35])[CH:32]=4)[N:27]([CH3:38])[CH:26]=3)=[CH:24][C:17]=12)[S:7]([C:10]1[S:11][CH:12]=[CH:13][CH:14]=1)(=[O:9])=[O:8].[OH-].[K+]>>[CH3:1][O:2][C:3]1[CH:52]=[C:51]([O:53][CH3:54])[CH:50]=[CH:49][C:4]=1[CH2:5][N:6]([CH2:15][C:16]1[CH:21]=[CH:20][N:19]=[C:18]2[NH:22][C:23]([C:25]3[C:33]4[C:28](=[CH:29][C:30]([O:36][CH3:37])=[C:31]([O:34][CH3:35])[CH:32]=4)[N:27]([CH3:38])[CH:26]=3)=[CH:24][C:17]=12)[S:7]([C:10]1[S:11][CH:12]=[CH:13][CH:14]=1)(=[O:8])=[O:9] |f:1.2|. Reactants: COC1=C(CN(S(=O)(=O)C=2SC=CC2)CC2=C3C(=NC=C2)N(C(=C3)C3=CN(C2=CC(=C(C=C32)OC)OC)C)S(=O)(=O)C3=CC=C(C=C3)C)C=CC(=C1)OC (thiophene-2-sulfonic acid (2,4-dimethoxybenzyl)[2-(5,6-dimethoxy-1-methyl-1H-indol-3-yl)-1-(toluene-4-sulfonyl)-1H-pyrrolo[2,3-b]pyrid-4-ylmethyl]amide), [OH-].[K+] (potassium hydroxide). Procedure: Thiophene-2-sulfonic acid (2,4-dimethoxybenzyl)[2-(5,6-dimethoxy-1-methyl-1H-indol-3-yl)-1H-pyrrolo[2,3-b]pyrid-4-ylmethyl]amide is prepared as described in Example 179a starting with 0.150 g of thiophene-2-sulfonic acid (2,4-dimethoxybenzyl)[2-(5,6-dimethoxy-1-methyl-1H-indol-3-yl)-1-(toluene-4-sulfonyl)-1H-pyrrolo[2,3-b]pyrid-4-ylmethyl]amide instead of the [2-(5,6-dimethoxy-1-methyl-1H-indol-3-yl)-1-(toluene-4-sulfonyl)-1H-pyrrolo[2,3-b]pyrid-4-ylmethyl](4-trifluoromethylsulfanylbenzyl)amine ... Yield: 82.9%. Product: COC1=C(CN(S(=O)(=O)C=2SC=CC2)CC2=C3C(=NC=C2)NC(=C3)C3=CN(C2=CC(=C(C=C32)OC)OC)C)C=CC(=C1)OC (thiophene-2-sulfonic acid (2,4-dimethoxybenzyl)[2-(5,6-dimethoxy-1-methyl-1H-indol-3-yl)-1H-pyrrolo[2,3-b]pyrid-4-ylmethyl]amide). Starting materials: Cl.NCCON=C(CCCCCl)C1=CC=C(C=C1)Cl (4',5-dichlorovalerophenone O-(2-amino ethyl)oxime hydrochloride), [C-]#N.[Na+] (sodium cyanide). Run in CS(=O)C (dimethylsulphoxide). The product is Cl.NCCON=C(CCCCC#N)C1=CC=C(C=C1)Cl (4'-chloro-5-cyanovalerophenone O-(2-aminoethyl)oxime hydrochloride). RXN SMILES: Cl.[NH2:2][CH2:3][CH2:4][O:5][N:6]=[C:7]([C:13]1[CH:18]=[CH:17][C:16]([Cl:19])=[CH:15][CH:14]=1)[CH2:8][CH2:9][CH2:10][CH2:11][Cl:12].[C-:20]#[N:21].[Na+]>CS(C)=O>[ClH:12].[NH2:2][CH2:3][CH2:4][O:5][N:6]=[C:7]([C:13]1[CH:18]=[CH:17][C:16]([Cl:19])=[CH:15][CH:14]=1)[CH2:8][CH2:9][CH2:10][CH2:11][C:20]#[N:21] |f:0.1,2.3,5.6|. Reported procedure: 10 mmol (3.3 gr) of 4',5-dichlorovalerophenone O-(2-amino ethyl)oxime hydrochloride, melting point 140° -141.5° C, were dissolved in 10 ml of dimethylsulphoxide. 25 mmol (1.2 gr) of sodium cyanide were added to said solution. Starting materials: OC1=NC=C(C=C1[N+](=O)[O-])C(F)(F)F (2-hydroxy-3-nitro-5-(trifluoromethyl)pyridine), S(=O)(Cl)Cl (thionyl chloride). The solvent is CN(C=O)C (N,N-dimethylformamide). Yields the product ClC1=NC=C(C=C1[N+](=O)[O-])C(F)(F)F (2-chloro-3-nitro-5-(trifluoromethyl)pyridine). RXN SMILES: O[C:2]1[C:7]([N+:8]([O-:10])=[O:9])=[CH:6][C:5]([C:11]([F:14])([F:13])[F:12])=[CH:4][N:3]=1.S(Cl)([Cl:17])=O>CN(C)C=O>[Cl:17][C:2]1[C:7]([N+:8]([O-:10])=[O:9])=[CH:6][C:5]([C:11]([F:14])([F:13])[F:12])=[CH:4][N:3]=1. Procedure: A mixture of 2-hydroxy-3-nitro-5-(trifluoromethyl)pyridine (5.0 g), thionyl chloride(28 mL) and N,N-dimethylformamide (3 mL) was heated under reflux for 5 hours. The reaction mixture was concentrated in vacuo, and ice was added to the residue. The mixture was extracted with a mixture of ethyl acetate and tetrahydrofuran. The separated organic layer was washed with brine, dried over.magnesium sulfate, and evaporated in vacuo. The residue was subjected to a silica gel column chromatography eluting... The reactants are resultant mixture, [OH-].[Na+] (sodium hydroxide), C1=CC=CC=2C(C3=C(CCC21)C=CC=C3)CN3CCC(CC3)=O (1-[(10,11-dihydro-5H-dibenzo[a,d]cyclohepten-5-yl)methyl]-4-piperidinone), Cl.NO (hydroxylamine hydrochloride). Run in C(C)O.O (ethanol water). Yields the product C1=CC=CC=2C(C3=C(CCC21)C=CC=C3)CN3CCC(CC3)=NO (1-[(10,11-dihydro-5H-dibenzo[a,d]-cyclohepten-5-yl)methyl]-4-piperidinone oxime). Reaction SMILES: [OH-:1].[Na+].[CH:3]1[C:13]2[CH2:12][CH2:11][C:10]3[CH:14]=[CH:15][CH:16]=[CH:17][C:9]=3[CH:8]([CH2:18][N:19]3[CH2:24][CH2:23][C:22](=O)[CH2:21][CH2:20]3)[C:7]=2[CH:6]=[CH:5][CH:4]=1.Cl.[NH2:27]O>C(O)C.O>[CH:3]1[C:13]2[CH2:12][CH2:11][C:10]3[CH:14]=[CH:15][CH:16]=[CH:17][C:9]=3[CH:8]([CH2:18][N:19]3[CH2:24][CH2:23][C:22](=[N:27][OH:1])[CH2:21][CH2:20]3)[C:7]=2[CH:6]=[CH:5][CH:4]=1 |f:0.1,3.4,5.6|. Procedure: 2.6 Parts of finely ground sodium hydroxide is added to a suspension of 3 parts of 1-[(10,11-dihydro-5H-dibenzo[a,d]cyclohepten-5-yl)methyl]-4-piperidinone and 1.5 part of hydroxylamine hydrochloride in 50 parts by volume of ethanol-water (4:1) solution. The resultant mixture is heated on a steam bath for about 5 hours and then partitioned between water and ethyl acetate. The aqueous layer is separated and extracted with a second portion of ethyl acetate. The ethyl acetate extracts are combined,... Reactants: CC(=O)SC1c2cc(F)ccc2Cc2ccccc2C1CC(CN=[N+]=[N-])OS(C)(=O)=O, CO, [Cl-], [K+], [K+], [NH4+], O=C([O-])[O-]. The product is [N-]=[N+]=NCC1CC2c3ccccc3Cc3ccc(F)cc3C2S1. As a reaction SMILES: [C:1](=[O:2])([S:3][CH:4]1[CH:5]([CH2:20][CH:21]([CH2:22][N:23]=[N+:24]=[N-:25])[O:26][S:27]([CH3:28])(=[O:29])=[O:30])[c:6]2[c:7]([cH:16][cH:17][cH:18][cH:19]2)[CH2:8][c:9]2[c:10]1[cH:11][c:12]([F:15])[cH:13][cH:14]2)[CH3:31].[CH3:40][OH:41].[Cl-:38].[K+:32].[K+:33].[NH4+:39].[O-:34][C:35]([O-:36])=[O:37]>>[S:3]1[CH:4]2[CH:5]([c:6]3[c:7]([cH:16][cH:17][cH:18][cH:19]3)[CH2:8][c:9]3[c:10]2[cH:11][c:12]([F:15])[cH:13][cH:14]3)[CH2:20][CH:21]1[CH2:22][N:23]=[N+:24]=[N-:25]. Reactants: NC1=C(C(=O)O)C=C(C=C1)Cl (2-amino-5-chlorobenzoic acid), ClCC(=O)O (chloroacetic acid), CCOCC (ether), Cl (hydrochloric acid). Solvent: C(C)(=O)OCC.CO (ethyl acetate methanol), C(=O)([O-])[O-].[Na+].[Na+] (Na2CO3), C(=O)([O-])[O-].[Na+].[Na+] (Na2CO3). Reaction conditions: temperature 80 celsius, time 20 hour. Yields the product C(=O)(O)CNC1=C(C(=O)O)C=C(C=C1)Cl (2-(N-carboxymethylamino)-5-chlorobenzoic acid). Yield: 59.0%. RXN SMILES: [NH2:1][C:2]1[CH:10]=[CH:9][C:8]([Cl:11])=[CH:7][C:3]=1[C:4]([OH:6])=[O:5].Cl[CH2:13][C:14]([OH:16])=[O:15].CCOCC.Cl>C([O-])([O-])=O.[Na+].[Na+].C(OCC)(=O)C.CO>[C:14]([CH2:13][NH:1][C:2]1[CH:10]=[CH:9][C:8]([Cl:11])=[CH:7][C:3]=1[C:4]([OH:6])=[O:5])([OH:16])=[O:15] |f:4.5.6,7.8|. Procedure details: To a solution of 2-amino-5-chlorobenzoic acid (2.0 g, 11.6 mmol) in 15 ml of 2 N Na2CO3, a solution of chloroacetic acid (0.69 g, 7.3 mmol) in 7.5 ml of 2 N Na2CO3 was added dropwise. After stirred for 20 hours at 80° C., the reaction mixture was cooled down to room temperature. 50 ml ether and 8 ml of 2 N hydrochloric acid were added to the mixture. The organic phase was separated, and dried with MgSO4. After concentration, a light brown solid was obtained. A white solid (2-(N-carboxymethylamin...